describe an organic reaction: reactants, conditions, products, and yield From a dataset of the Open Reaction Database (ORD), a public repository of structured organic reaction records. Reactants: OCC=1C=C(C=CC1)C1=C(N2C([C@@H]([C@H]2C1)[C@@H](C)O[Si](CC)(CC)CC)=O)C(=O)OCC=C (Allyl (5R,6S)-3-[3-(hydroxymethyl)phenyl]-7-oxo-6-{(1R)-1-[(triethylsilyl)oxy]ethyl}-1-azabicyclo[3.2.0]hept-2-ene-2-carboxylate), C(C)(C)N(C(C)C)CC (N,N-diisopropylethylamine), CN=C=O (methyl isocyanate). The solvent is ClCCl (dichloromethane). Reaction conditions: time 1 day. Yields the product CNC(=O)OCC=1C=C(C=CC1)C1=C(N2C([C@@H]([C@H]2C1)[C@@H](C)O[Si](CC)(CC)CC)=O)C(=O)OCC=C (allyl (5R,6S)-3-[3-({[(methylamino)carbonyl]oxy}methyl)phenyl]-7-oxo-6-{(1R)-1-[(triethylsilyl)oxy]ethyl}-1-azabicyclo[3.2.0]hept-2-ene-2-carboxylate). The yield is 43.4%. As a reaction SMILES: [OH:1][CH2:2][C:3]1[CH:4]=[C:5]([C:9]2[CH2:15][C@H:14]3[N:11]([C:12](=[O:26])[C@@H:13]3[C@H:16]([O:18][Si:19]([CH2:24][CH3:25])([CH2:22][CH3:23])[CH2:20][CH3:21])[CH3:17])[C:10]=2[C:27]([O:29][CH2:30][CH:31]=[CH2:32])=[O:28])[CH:6]=[CH:7][CH:8]=1.C(N(CC)C(C)C)(C)C.[CH3:42][N:43]=[C:44]=[O:45]>ClCCl>[CH3:42][NH:43][C:44]([O:1][CH2:2][C:3]1[CH:4]=[C:5]([C:9]2[CH2:15][C@H:14]3[N:11]([C:12](=[O:26])[C@@H:13]3[C@H:16]([O:18][Si:19]([CH2:20][CH3:21])([CH2:24][CH3:25])[CH2:22][CH3:23])[CH3:17])[C:10]=2[C:27]([O:29][CH2:30][CH:31]=[CH2:32])=[O:28])[CH:6]=[CH:7][CH:8]=1)=[O:45]. Reported procedure: Allyl (5R,6S)-3-[3-(hydroxymethyl)phenyl]-7-oxo-6-{(1R)-1-[(triethylsilyl)oxy]ethyl}-1-azabicyclo[3.2.0]hept-2-ene-2-carboxylate (250 mg) prepared in the above step, was dissolved in dichloromethane (10 ml), and thereto were added N,N-diisopropylethylamine (14 mg) and methyl isocyanate (276 mg). The mixture was stirred for 1 day, concentrated under reduced pressure, and the residue was purified by silica gel column chromatography (chloroform) to give allyl (5R,6S)-3-[3-({[(methylamino)carbonyl]o... Reactants: C(C)O (ethanol), [C-]#N.[Na+] (sodium cyanide), BrCC1=CC=C(C=C1)OC(F)(F)F (4-bromomethyl-1-trifluoromethoxybenzene). The solvent is O (water), O (water). Conditions: temperature 90 celsius, time 3.5 hour. Yields the product FC(OC1=CC=C(C=C1)CC#N)(F)F ((4-Trifluoromethoxyphenyl)acetonitrile). Reaction SMILES: C(O)C.[C-:4]#[N:5].[Na+].Br[CH2:8][C:9]1[CH:14]=[CH:13][C:12]([O:15][C:16]([F:19])([F:18])[F:17])=[CH:11][CH:10]=1>O>[F:17][C:16]([F:19])([F:18])[O:15][C:12]1[CH:13]=[CH:14][C:9]([CH2:8][C:4]#[N:5])=[CH:10][CH:11]=1 |f:1.2|. Procedure details: 150 g of ethanol, 28 ml of water, and 31.5 g of sodium cyanide were initially charged, and 127.5 g of 4-bromomethyl-1-trifluoromethoxybenzene were added. The reaction mixture was stirred at 90° C. for 3.5 hours and then poured into 250 ml of water and extracted twice with 50 ml portions of dichloromethane. The combined organic phases were concentrated and the residue was distilled at 18 hPa. This gave 81.5 g of (4-trifluoromethoxyphenyl)acetonitrile as a colorless liquid (76.3% of theory) of b.p... Reactants: C1CCOC1, CC(C)(C)S(N)=O, COc1cc(C(=O)Cc2ccccc2)ccc1F. Product: COc1cc(C(Cc2ccccc2)=NS(=O)C(C)(C)C)ccc1F. Reaction SMILES: [CH2:26]1[O:27][CH2:28][CH2:29][CH2:30]1.[CH3:19][C:20]([CH3:21])([CH3:22])[S:23](=[O:24])[NH2:25].[F:1][c:2]1[c:3]([O:17][CH3:18])[cH:4][c:5]([C:8]([CH2:9][c:10]2[cH:11][cH:12][cH:13][cH:14][cH:15]2)=[O:16])[cH:6][cH:7]1>>[F:1][c:2]1[c:3]([O:17][CH3:18])[cH:4][c:5]([C:8]([CH2:9][c:10]2[cH:11][cH:12][cH:13][cH:14][cH:15]2)=[N:25][S:23]([C:20]([CH3:19])([CH3:21])[CH3:22])=[O:24])[cH:6][cH:7]1. Reactants: ClC=C(C(C(C)(C)C)=O)OC1=CC=C(C=C1)Cl (1-chloro-2-(4-chlorophenoxy)-4,4-dimethyl-1-penten-3-one), C[Si](C)(C)C=1NC=CN1 (trimethylsilylimidazole). Solvent: C1(=CC=CC=C1)C (toluene). Product: N1(C=NC=C1)C=C(C(C(C)(C)C)=O)OC1=CC=C(C=C1)Cl (1-(imidazol-1-yl)-2-(4-chlorophenoxy)-4,4-dimethyl-1-penten-3-one). Isolated yield 59.1%. RXN SMILES: Cl[CH:2]=[C:3]([O:10][C:11]1[CH:16]=[CH:15][C:14]([Cl:17])=[CH:13][CH:12]=1)[C:4](=[O:9])[C:5]([CH3:8])([CH3:7])[CH3:6].C[Si]([C:22]1[NH:23][CH:24]=[CH:25][N:26]=1)(C)C>C1(C)C=CC=CC=1>[N:23]1([CH:2]=[C:3]([O:10][C:11]2[CH:16]=[CH:15][C:14]([Cl:17])=[CH:13][CH:12]=2)[C:4](=[O:9])[C:5]([CH3:8])([CH3:7])[CH3:6])[CH:24]=[CH:25][N:26]=[CH:22]1. Reported procedure: 13 g (0.05 mols) of 1-chloro-2-(4-chlorophenoxy)-4,4-dimethyl-1-penten-3-one and 7 g (0.05 mole) of trimethylsilylimidazole in 50 ml of toluene were heated under reflux for 5 hours. Thereafter, the reaction mixture was concentrated by distilling off the solvent in vacuo and the oily residue was separated by column chromatography (silica gel; ethyl acetate: chloroform=1:2). 9 g (58% of theory) of 1-(imidazol-1-yl)-2-(4-chlorophenoxy)-4,4-dimethyl-1-penten-3-one of melting point 94°-95° C. were ob... Starting materials: C(C1=CC=CC=C1)OC=1C2=C(C=3CNC(C3C1)=O)O[C@]13[C@](C2)([C@H](CC[C@H]1C([C@H]([C@H](C3)O)O)(C)C)C)C ((6aR,7S,9aS, 11R,12S,13aS)-5-benzyloxy-2,3,6,6a,7,8,9,9a,10,11,12,13-dodecahydro-11,12-dihydroxy-6a,7,10,10-tetramethyl-3-oxo-1H-benzo[8,8a][1]benzopyrano[2,3-e]isoindole). Reagents/catalysts: [C].[Pd] (palladium-carbon). Run in CO (methanol). Run at time 2 hour. Product: OC=1C2=C(C=3CNC(C3C1)=O)O[C@]13[C@](C2)([C@H](CC[C@H]1C([C@H]([C@H](C3)O)O)(C)C)C)C ((6aR,7S,9aS, 11R,12S,13aS)-2,3,6,6a,7,8,9,9a,10,11,12,13-dodecahydro-5,11,12-trihydroxy-6a,7,10,10-tetramethyl-3-oxo-1H-benzo[8,8a][l]benzopyrano[2,3-e]isoindole). The yield is 90.6%. Reaction SMILES: C([O:8][C:9]1[C:10]2[CH2:22][C@:21]3([CH3:36])[C@@H:23]([CH3:35])[CH2:24][CH2:25][C@H:26]4[C:27]([CH3:34])([CH3:33])[C@@H:28]([OH:32])[C@@H:29]([OH:31])[CH2:30][C@@:20]34[O:19][C:11]=2[C:12]2[CH2:13][NH:14][C:15](=[O:18])[C:16]=2[CH:17]=1)C1C=CC=CC=1>CO.[C].[Pd]>[OH:8][C:9]1[C:10]2[CH2:22][C@:21]3([CH3:36])[C@@H:23]([CH3:35])[CH2:24][CH2:25][C@H:26]4[C:27]([CH3:34])([CH3:33])[C@@H:28]([OH:32])[C@@H:29]([OH:31])[CH2:30][C@@:20]34[O:19][C:11]=2[C:12]2[CH2:13][NH:14][C:15](=[O:18])[C:16]=2[CH:17]=1 |f:2.3|. Reported procedure: To Compound (49a) (43 mg, 0.088 mmol) dissolved in 3.0 ml of methanol was added 9 mg of palladium-carbon, and the mixture stirred under hydrogen atmosphere for 2 hours at room temperature. After the palladium-carbon was removed by filtration, the filtrate was concentrated under reduced pressure. The residue was purified by a preparative thin layer chromatography (Merck, Kieselgel 60 F254, 0.5 mm; chloroform:methanol=10:1) and further by crystallization from diethyl ether to give 32 mg (91%) of C... Reactants: C(#N)C=1C(=CC(=C(C1)NC1=NN2C(C(=N1)NC1CC1)=NC=C2C#N)F)F (2-((5-cyano-2,4-difluorophenyl)amino)-4-(cyclopropylamino)imidazo[2,1-f][1,2,4]triazine-7-carbonitrile), O1CCN(CC1)CCO (2-morpholinoethanol). Product: C(#N)C=1C(=CC(=C(C1)NC1=NN2C(C(=N1)NC1CC1)=NC=C2C#N)OCCN2CCOCC2)OCCN2CCOCC2 (2-((5-cyano-2,4-bis(2-morpholinoethoxy)phenyl)amino)-4-(cyclopropylamino)imidazo[2,1-f][1,2,4]triazine-7-carbonitrile), product. Yield: 33.0%. As a reaction SMILES: [C:1]([C:3]1[C:4](F)=[CH:5][C:6](F)=[C:7]([NH:9][C:10]2[N:15]=[C:14]([NH:16][CH:17]3[CH2:19][CH2:18]3)[C:13]3=[N:20][CH:21]=[C:22]([C:23]#[N:24])[N:12]3[N:11]=2)[CH:8]=1)#[N:2].[O:27]1[CH2:32][CH2:31][N:30]([CH2:33][CH2:34][OH:35])[CH2:29][CH2:28]1>>[C:1]([C:3]1[C:4]([O:35][CH2:34][CH2:33][N:30]2[CH2:31][CH2:32][O:27][CH2:28][CH2:29]2)=[CH:5][C:6]([O:35][CH2:34][CH2:33][N:30]2[CH2:31][CH2:32][O:27][CH2:28][CH2:29]2)=[C:7]([NH:9][C:10]2[N:15]=[C:14]([NH:16][CH:17]3[CH2:19][CH2:18]3)[C:13]3=[N:20][CH:21]=[C:22]([C:23]#[N:24])[N:12]3[N:11]=2)[CH:8]=1)#[N:2]. Procedure details: The title compound was obtained as the minor product (33% yield) from the reaction between 2-((5-cyano-2,4-difluorophenyl)amino)-4-(cyclopropylamino)imidazo[2,1-f][1,2,4]triazine-7-carbonitrile (Example 414) and 2-morpholinoethanol according to the procedure described in Example 419.